From a dataset of the Open Reaction Database (ORD), a public repository of structured organic reaction records. describe an organic reaction: reactants, conditions, products, and yield Procedure details: To 3-dimethylamino-5-(1-(3-benzoylphenyl)ethyl)-1,2,4-oxadiazole (1.0 g, 3.11 mmol) in ethanol (10 ml) were added hydroxylamine hydrochloride (0.25 g, 3.45 mmol) in water (2 ml) and sodium hydroxide (0.40 g, 9.5 mmol) in water (2 ml). After reflux with stirring for 24 h, the mixture was poured upon ice water and extracted with ethyl acetate. The ethyl acetate extracts were washed with saturated NaCl aq. dried with anhydrous magnesium salfate, and evaporated under redused pressure to a residue, w... Run in C(C)O (ethanol), O (water), O (water). Yield: 83.4%. Yields the product CN(C1=NOC(=N1)C(C)C1=CC(=CC=C1)C(C1=CC=CC=C1)=NO)C (3-dimethylamino-5-(1-(3-(α-hydroxyiminobenzyl)phenyl)ethyl)-1,2,4-oxadiazole). RXN SMILES: [CH3:1][N:2]([CH3:24])[C:3]1[N:7]=[C:6]([CH:8]([C:10]2[CH:15]=[CH:14][CH:13]=[C:12]([C:16](=O)[C:17]3[CH:22]=[CH:21][CH:20]=[CH:19][CH:18]=3)[CH:11]=2)[CH3:9])[O:5][N:4]=1.Cl.[NH2:26][OH:27].[OH-].[Na+]>C(O)C.O>[CH3:1][N:2]([CH3:24])[C:3]1[N:7]=[C:6]([CH:8]([C:10]2[CH:15]=[CH:14][CH:13]=[C:12]([C:16](=[N:26][OH:27])[C:17]3[CH:22]=[CH:21][CH:20]=[CH:19][CH:18]=3)[CH:11]=2)[CH3:9])[O:5][N:4]=1 |f:1.2,3.4|. Reactants: CN(C1=NOC(=N1)C(C)C1=CC(=CC=C1)C(C1=CC=CC=C1)=O)C (3-dimethylamino-5-(1-(3-benzoylphenyl)ethyl)-1,2,4-oxadiazole), Cl.NO (hydroxylamine hydrochloride), [OH-].[Na+] (sodium hydroxide), ice water. Conditions: time 24 hour. The reactants are C(C)(C)(C)C=1N=C(C2=C(N1)N(N=N2)CC2=CC=C(C=C2)OC)N2CCOCC2 (4-(5-tert-butyl-3-(4-methoxy benzyl)-3H-[1,2,3]triazolo[4,5-d]pyrimidin-7-yl)morpholine), C(C)(C)(C)C=1N=C(C2=C(N1)N(N=N2)CC2=CC=C(C=C2)OC)Cl (5-tert-butyl-7-chloro-3-(4-methoxybenzyl)-3H-[1,2,3]triazolo [4,5-d]pyrimidine), Cl.FC1(CNCC1)F (3,3-difluoropyrrolidine hydrochloride). Product: C(C)(C)(C)C=1N=C(C2=C(N1)N(N=N2)CC2=CC=C(C=C2)OC)N2CC(CC2)(F)F (5-tert-Butyl-7-(3,3-difluoro-pyrrolidin-1-yl)-3-(4-methoxy-benzyl)-3H-[1,2,3]triazolo[4,5-d]pyrimidine), solid. The yield is 83.0%. As a reaction SMILES: C(C1N=C(N2CCOCC2)C2N=NN(CC3C=CC(OC)=CC=3)C=2N=1)(C)(C)C.[C:29]([C:33]1[N:34]=[C:35](Cl)[C:36]2[N:41]=[N:40][N:39]([CH2:42][C:43]3[CH:48]=[CH:47][C:46]([O:49][CH3:50])=[CH:45][CH:44]=3)[C:37]=2[N:38]=1)([CH3:32])([CH3:31])[CH3:30].Cl.[F:53][C:54]1([F:59])[CH2:58][CH2:57][NH:56][CH2:55]1>>[C:29]([C:33]1[N:34]=[C:35]([N:56]2[CH2:57][CH2:58][C:54]([F:59])([F:53])[CH2:55]2)[C:36]2[N:41]=[N:40][N:39]([CH2:42][C:43]3[CH:48]=[CH:47][C:46]([O:49][CH3:50])=[CH:45][CH:44]=3)[C:37]=2[N:38]=1)([CH3:32])([CH3:31])[CH3:30] |f:2.3|. Procedure details: In analogy to the procedure described for the synthesis of 4-(5-tert-butyl-3-(4-methoxy benzyl)-3H-[1,2,3]triazolo[4,5-d]pyrimidin-7-yl)morpholine (example 58, step c), the title compound was prepared from 5-tert-butyl-7-chloro-3-(4-methoxybenzyl)-3H-[1,2,3]triazolo [4,5-d]pyrimidine and 3,3-difluoropyrrolidine hydrochloride and isolated as white solid (271 mg, 83%). MS (m/e): 403.4 (MH+). The reactants are C(C(=O)OCC)(=O)OCC (diethyl oxalate), CC[O-].[Na+] (sodium ethylate), [Na] (sodium), C(CCCCC)(=O)OCC (ethyl caproate). The solvent is CCOCC (ether), C(C)O (ethanol), O (water). Yields the product C(CCC)C(C(=O)OCC)C(C(=O)OCC)=O (Diethyl 2-butyl-3-oxo-butanedioate). Reaction SMILES: [C:1]([O:8][CH2:9][CH3:10])(=[O:7])[C:2]([O:4]CC)=O.CC[O-].[Na+].[Na].[C:16]([O:23][CH2:24][CH3:25])(=[O:22])[CH2:17][CH2:18][CH2:19][CH2:20][CH3:21]>O.C(O)C.CCOCC>[CH2:18]([CH:17]([C:2](=[O:4])[C:1]([O:8][CH2:9][CH3:10])=[O:7])[C:16]([O:23][CH2:24][CH3:25])=[O:22])[CH2:19][CH2:20][CH3:21] |f:1.2,^1:14|. Reported procedure: 100 ml of ether, then 13.55 ml of diethyl oxalate were added to a solution of sodium ethylate prepared by stirring 2.3 g of sodium and 150 ml of ethanol at 40° C. for one hour. The mixture was refluxed for 15 minutes, cooled down slightly and 50 ml of ethyl caproate were added. The mixture was stirred at reflux for 3 hours and at 30° C. to 35° C. for 16 hours. 50 ml of water were added and the aqueous phase was separated by decanting, washed twice with ether and acidified with 2N hydrochloric ac... Starting materials: C#COCC, CCOC(C)=O, Cl, O=C(O)C(F)(F)C(F)(F)C(F)(F)C(F)(F)F, N#CCc1ccc(N)cc1. Product: N#CCc1ccc(NC(=O)C(F)(F)C(F)(F)C(F)(F)C(F)(F)F)cc1. Reaction SMILES: [CH2:17]([O:18][C:19]#[CH:20])[CH3:21].[CH3:33][CH2:34][O:35][C:36](=[O:37])[CH3:38].[ClH:32].[F:1][C:2]([C:3](=[O:4])[OH:5])([C:6]([C:7]([C:8]([F:9])([F:10])[F:11])([F:12])[F:13])([F:14])[F:15])[F:16].[NH2:22][c:23]1[cH:24][cH:25][c:26]([CH2:27][C:28]#[N:29])[cH:30][cH:31]1>>[F:1][C:2]([C:3](=[O:5])[NH:22][c:23]1[cH:24][cH:25][c:26]([CH2:27][C:28]#[N:29])[cH:30][cH:31]1)([C:6]([C:7]([C:8]([F:9])([F:10])[F:11])([F:12])[F:13])([F:14])[F:15])[F:16]. Reactants: C(C)(C)(C)OC(=O)N1CCC(CC1)C(N)=S (4-thiocarbamoyl-piperidine-1-carboxylic acid tert-butyl ester), BrCC(=O)C1=CC=CC=C1 (2-bromo-1-phenyl-ethanone). The solvent is CO (methanol). Run at temperature 70 celsius, time 22 hour. Yields the product Br.C1(=CC=CC=C1)C=1N=C(SC1)C1CCNCC1 (4-(4-Phenyl-thiazol-2-yl)-piperidine hydrobromide). The yield is 95.9%. RXN SMILES: C(OC([N:8]1[CH2:13][CH2:12][CH:11]([C:14](=[S:16])[NH2:15])[CH2:10][CH2:9]1)=O)(C)(C)C.[Br:17][CH2:18][C:19]([C:21]1[CH:26]=[CH:25][CH:24]=[CH:23][CH:22]=1)=O>CO>[BrH:17].[C:21]1([C:19]2[N:15]=[C:14]([CH:11]3[CH2:10][CH2:9][NH:8][CH2:13][CH2:12]3)[S:16][CH:18]=2)[CH:26]=[CH:25][CH:24]=[CH:23][CH:22]=1 |f:3.4|. Procedure details: A mixture of 1 g (4.1 mmol) 4-thiocarbamoyl-piperidine-1-carboxylic acid tert-butyl ester (commercially available) and 0.816 g (4.1 mmol) 2-bromo-1-phenyl-ethanone (commercially available) in 10 ml methanol was stirred at 70° C. for 22 h. After evaporation to dryness the residue was suspended in diethyl ether and filtered. The residue washed with diethyl ether and dried under vacuum to yield 1.279 g (96%) of the title compound in white crystalline form. (m/e): 245.2 (MH+(−HBr); 100%). The reactants are OC1=CC=C(C2=C(OC3=CC(=CC(=C3C2=O)O)O)CBr)C=C1 (4',5,7-Trihydroxy-2-bromomethylisoflavone), N1CCCCC1 (piperidine). The solvent is CN(C=O)C (N,N-dimethylformamide). Reaction conditions: time 3 hour. Yields the product OC1=CC=C(C2=C(OC3=CC(=CC(=C3C2=O)O)O)CN2CCCCC2)C=C1 (4',5,7-trihydroxy-2-piperidinomethylisoflavone). Isolated yield 92.7%. RXN SMILES: [OH:1][C:2]1[CH:22]=[CH:21][C:5]([C:6]2[C:15](=[O:16])[C:14]3[C:9](=[CH:10][C:11]([OH:18])=[CH:12][C:13]=3[OH:17])[O:8][C:7]=2[CH2:19]Br)=[CH:4][CH:3]=1.[NH:23]1[CH2:28][CH2:27][CH2:26][CH2:25][CH2:24]1>CN(C)C=O>[OH:1][C:2]1[CH:22]=[CH:21][C:5]([C:6]2[C:15](=[O:16])[C:14]3[C:9](=[CH:10][C:11]([OH:18])=[CH:12][C:13]=3[OH:17])[O:8][C:7]=2[CH2:19][N:23]2[CH2:28][CH2:27][CH2:26][CH2:25][CH2:24]2)=[CH:4][CH:3]=1. Reported procedure: 4',5,7-Trihydroxy-2-bromomethylisoflavone (160 mg) was dissolved in 2 ml N,N-dimethylformamide, 100 mg piperidine was added to the solution, and the mixture was stirred at room temperature for three hours. The solvent was distilled off under reduced pressure, the residue was purified by silica gel column chromatography (chloroform:methanol=96:4), and the solid thus obtained was recrystallized from ethanol, giving 150 mg of 4',5,7-trihydroxy-2-piperidinomethylisoflavone.